Dataset: the Open Reaction Database (ORD), a public repository of structured organic reaction records. Task: describe an organic reaction: reactants, conditions, products, and yield Reactants: ClC1=NC(=C2N=CNC2=N1)NC(C)C=1N(C(C2=C(C=CC=C2C1)C)=O)C1=CC=CC=C1 (3-(1-(2-chloro-9H-purin-6-ylamino)ethyl)-8-methyl-2-phenylisoquinolin-1(2H)-one), C(=O)(O)[O-].[Na+] (NaHCO3), ClC1=NC(=C2N=CN(C2=N1)C1OCCCC1)NC(C)C=1N(C(C2=C(C=CC=C2C1)C)=O)C1=CC=CC=C1 (3-(1-(2-chloro-9-(tetrahydro-2H-pyran-2-yl)-9H-purin-6-ylamino)ethyl)-8-methyl-2-phenylisoquinolin-1(2H)-one), ClC1=NC(=C2N=CN(C2=N1)C1OCCCC1)NC(C)C=1N(C(C2=C(C=CC=C2C1)C)=O)C1=CC=CC=C1 (3-(1-(2-chloro-9-(tetrahydro-2H-pyran-2-yl)-9H-purin-6-ylamino)ethyl)-8-methyl-2-phenylisoquinolin-1(2H)-one). The solvent is Cl.CCO (HCl EtOH). Reaction conditions: time 1 hour. Product: ClC1=NC(=C2N=CNC2=N1)N[C@@H](C)C=1N(C(C2=C(C=CC=C2C1)C)=O)C1=CC=CC=C1 ((S)-3-(1-(2-chloro-9H-purin-6-ylamino)ethyl)-8-methyl-2-phenylisoquinolin-1(2H)-one), ClC1=NC(=C2N=CNC2=N1)NC(C)C=1N(C(C2=C(C=CC=C2C1)C)=O)C1=CC=CC=C1 (3-(1-(2-chloro-9H-purin-6-ylamino)ethyl)-8-methyl-2-phenylisoquinolin-1(2H)-one). The yield is 90.0%. As a reaction SMILES: [Cl:1][C:2]1[N:10]=[C:9]2[C:5]([N:6]=[CH:7][N:8]2C2CCCCO2)=[C:4]([NH:17][CH:18]([C:20]2[N:21]([C:32]3[CH:37]=[CH:36][CH:35]=[CH:34][CH:33]=3)[C:22](=[O:31])[C:23]3[C:28]([CH:29]=2)=[CH:27][CH:26]=[CH:25][C:24]=3[CH3:30])[CH3:19])[N:3]=1.C([O-])(O)=O.[Na+].[Cl:43][C:44]1[N:52]=[C:51]2[C:47]([N:48]=[CH:49][NH:50]2)=[C:46]([NH:53][CH:54]([C:56]2[N:57]([C:68]3[CH:73]=[CH:72][CH:71]=[CH:70][CH:69]=3)[C:58](=[O:67])[C:59]3[C:64]([CH:65]=2)=[CH:63][CH:62]=[CH:61][C:60]=3[CH3:66])[CH3:55])[N:45]=1>Cl.CCO>[Cl:1][C:2]1[N:10]=[C:9]2[C:5]([N:6]=[CH:7][NH:8]2)=[C:4]([NH:17][C@H:18]([C:20]2[N:21]([C:32]3[CH:37]=[CH:36][CH:35]=[CH:34][CH:33]=3)[C:22](=[O:31])[C:23]3[C:28]([CH:29]=2)=[CH:27][CH:26]=[CH:25][C:24]=3[CH3:30])[CH3:19])[N:3]=1.[Cl:43][C:44]1[N:52]=[C:51]2[C:47]([N:48]=[CH:49][NH:50]2)=[C:46]([NH:53][CH:54]([C:56]2[N:57]([C:68]3[CH:73]=[CH:72][CH:71]=[CH:70][CH:69]=3)[C:58](=[O:67])[C:59]3[C:64]([CH:65]=2)=[CH:63][CH:62]=[CH:61][C:60]=3[CH3:66])[CH3:55])[N:45]=1 |f:1.2,4.5|. Procedure details: 3-(1-(2-Chloro-9-(tetrahydro-2H-pyran-2-yl)-9H-purin-6-ylamino)ethyl)-8-methyl-2-phenylisoquinolin-1(2H)-one (compound 5303) (172 mg, 0.33 mmol) was dissolved in HCl/EtOH (3 M, 5 mL) and the resulting mixture was stirred at room temperature for 1 h. The mixture was neutralized with saturated NaHCO3 aqueous solution to pH=7-8, and then extracted with CH2Cl2 (50 mL×3). The combined organic layer was washed with brine, dried over Na2SO4 and filtered. The filtrate was concentrated in vacuo and recry...